Dataset: the Open Reaction Database (ORD), a public repository of structured organic reaction records. Task: describe an organic reaction: reactants, conditions, products, and yield Procedure: A mixture of 4-nitro-3-pyrazolecarboxylic acid (4.98 g, 31.7 mmol), trans 4-aminocyclohexanol (3.65 g, 31.7 mmol), EDAC (6.68 g, 34.8 mmol) and HOBt (4.7 g, 34.8 mmol) in DMF (120 ml) was stirred at ambient temperature for 16 hours. The mixture was reduced in vacuo, the residue taken up in CH2Cl2 and washed successively with 5% citric acid, saturated aqueous sodium bicarbonate, water and brine. The product was found to be mainly in the citric acid wash, which was basified and extracted with EtOA... The yield is 24.2%. RXN SMILES: [N+:1]([C:4]1[C:5]([C:9]([OH:11])=O)=[N:6][NH:7][CH:8]=1)([O-:3])=[O:2].[NH2:12][C@H:13]1[CH2:18][CH2:17][C@H:16]([OH:19])[CH2:15][CH2:14]1.CCN=C=NCCCN(C)C.C1C=CC2N(O)N=NC=2C=1>CN(C=O)C.C(Cl)Cl>[OH:19][CH:16]1[CH2:17][CH2:18][CH:13]([NH:12][C:9]([C:5]2[C:4]([N+:1]([O-:3])=[O:2])=[CH:8][NH:7][N:6]=2)=[O:11])[CH2:14][CH2:15]1. Yields the product OC1CCC(CC1)NC(=O)C1=NNC=C1[N+](=O)[O-] (4-nitro-1H-pyrazole-3-carboxylic acid 4-hydroxy-cyclohexylamide). Reaction conditions: time 16 hour. Run in CN(C)C=O (DMF), C(Cl)Cl (CH2Cl2). The reactants are [N+](=O)([O-])C=1C(=NNC1)C(=O)O (4-nitro-3-pyrazolecarboxylic acid), N[C@@H]1CC[C@H](CC1)O (trans 4-aminocyclohexanol), CCN=C=NCCCN(C)C (EDAC), C=1C=CC2=C(C1)N=NN2O (HOBt).